describe an organic reaction: reactants, conditions, products, and yield From a dataset of the Open Reaction Database (ORD), a public repository of structured organic reaction records. Reactants: Cl (HCl), FC(OC1=CC=C(C=C1)C=1C=NC(=NC1)NC=1C=C(OCCN2CCC(CC2)C(=O)OCC)C=CC1)F (ethyl 1-(2-(3-(5-(4-(difluoromethoxy)phenyl)pyrimidin-2-ylamino)phenoxy)ethyl)piperidine-4-carboxylate), C1CCOC1 (THF), [OH-].[Li+] (lithium hydroxide). Solvent: CO (MeOH). Run at time 6 hour. Product: FC(OC1=CC=C(C=C1)C=1C=NC(=NC1)NC=1C=C(OCCN2CCC(CC2)C(=O)O)C=CC1)F (1-(2-(3-(5-(4-(difluoromethoxy)phenyl)pyrimidin-2-ylamino)phenoxy)ethyl)piperidine-4-carboxylic acid). RXN SMILES: [F:1][CH:2]([F:37])[O:3][C:4]1[CH:9]=[CH:8][C:7]([C:10]2[CH:11]=[N:12][C:13]([NH:16][C:17]3[CH:18]=[C:19]([CH:34]=[CH:35][CH:36]=3)[O:20][CH2:21][CH2:22][N:23]3[CH2:28][CH2:27][CH:26]([C:29]([O:31]CC)=[O:30])[CH2:25][CH2:24]3)=[N:14][CH:15]=2)=[CH:6][CH:5]=1.C1COCC1.[OH-].[Li+].Cl>CO>[F:37][CH:2]([F:1])[O:3][C:4]1[CH:5]=[CH:6][C:7]([C:10]2[CH:11]=[N:12][C:13]([NH:16][C:17]3[CH:18]=[C:19]([CH:34]=[CH:35][CH:36]=3)[O:20][CH2:21][CH2:22][N:23]3[CH2:24][CH2:25][CH:26]([C:29]([OH:31])=[O:30])[CH2:27][CH2:28]3)=[N:14][CH:15]=2)=[CH:8][CH:9]=1 |f:2.3|. Procedure details: To ethyl 1-(2-(3-(5-(4-(difluoromethoxy)phenyl)pyrimidin-2-ylamino)phenoxy)ethyl)piperidine-4-carboxylate 41 (78 umol) is added THF (3 mL), MeOH (2 mL) and 3M lithium hydroxide (0.5 mmol). The reaction mixture is stirred at rt for 6 h until complete as detected by LCMS. Subsequently the organic solvents are evaporated and the reaction mixture is diluted with water (5 mL) and neutralized with 3M HCl (0.5 mmol). The resulting precipitate is filtered, washed with water and air dried to yield 1-(2-(...